From a dataset of the Open Reaction Database (ORD), a public repository of structured organic reaction records. describe an organic reaction: reactants, conditions, products, and yield Reactants: O=C(Cl)c1ccccc1, O=C(OCCCl)OCCCl, c1ccc(P(c2ccccc2)c2ccccc2)cc1. The product is O=C(OCCCl)c1ccccc1. RXN SMILES: [C:11]([c:12]1[cH:13][cH:14][cH:15][cH:16][cH:17]1)([Cl:18])=[O:19].[Cl:1][CH2:2][CH2:3][O:4][C:5]([O:6][CH2:7][CH2:8][Cl:9])=[O:10].[c:20]1([P:21]([c:22]2[cH:23][cH:24][cH:25][cH:26][cH:27]2)[c:28]2[cH:29][cH:30][cH:31][cH:32][cH:33]2)[cH:34][cH:35][cH:36][cH:37][cH:38]1>>[C:5]([O:6][CH2:7][CH2:8][Cl:9])(=[O:10])[c:12]1[cH:13][cH:14][cH:15][cH:16][cH:17]1.